From a dataset of the Open Reaction Database (ORD), a public repository of structured organic reaction records. describe an organic reaction: reactants, conditions, products, and yield Reactants: FC=1C=C(CN)C=CC1F (3,4-difluorobenzylamine), C(C1=CC=CC=C1)N1C(=C(C2=CC=C(C=C12)OC)C(=O)O)C(C)C (1-benzyl-2-isopropyl-6-methoxy-1H-indole-3-carboxylic acid), C(C1=CC=CC=C1)N1C(=C(C2=CC=C(C=C12)OC)C(=O)O)C(C)C (1-benzyl-2-isopropyl-6-methoxy-1H-indole-3-carboxylic acid), C(CCl)Cl (EDC). The reagents and catalysts are CN(C)C=1C=CN=CC1 (DMAP). Solvent: CCOC(=O)C (EtOAc), C(Cl)Cl (CH2Cl2). Reaction conditions: time 18 hour. Product: C(C1=CC=CC=C1)N1C(=C(C2=CC=C(C=C12)OC)C(=O)NCC1=CC(=C(C=C1)F)F)C(C)C (1-Benzyl-N-(3,4-difluorobenzyl)-2-isopropyl-6-methoxy-1H-indole-3-carboxamide). RXN SMILES: [CH2:1]([N:8]1[C:16]2[C:11](=[CH:12][CH:13]=[C:14]([O:17][CH3:18])[CH:15]=2)[C:10]([C:19](O)=[O:20])=[C:9]1[CH:22]([CH3:24])[CH3:23])[C:2]1[CH:7]=[CH:6][CH:5]=[CH:4][CH:3]=1.C(Cl)CCl.[F:29][C:30]1[CH:31]=[C:32]([CH:35]=[CH:36][C:37]=1[F:38])[CH2:33][NH2:34]>C(Cl)Cl.CN(C1C=CN=CC=1)C.CCOC(C)=O>[CH2:1]([N:8]1[C:16]2[C:11](=[CH:12][CH:13]=[C:14]([O:17][CH3:18])[CH:15]=2)[C:10]([C:19]([NH:34][CH2:33][C:32]2[CH:35]=[CH:36][C:37]([F:38])=[C:30]([F:29])[CH:31]=2)=[O:20])=[C:9]1[CH:22]([CH3:23])[CH3:24])[C:2]1[CH:7]=[CH:6][CH:5]=[CH:4][CH:3]=1. Reported procedure: To a solution of 1-benzyl-2-isopropyl-6-methoxy-1H-indole-3-carboxylic acid (Compound 6, 226 mg, 0.70 mmol) in CH2Cl2 (7.0 ml) was added EDC (202 mg, 1.05 mmol) and DMAP (128 mg, 1.05 mmol) followed by 3,4-difluorobenzylamine (0.25 ml, 2.1 mmol). The reaction was stirred at room temperature for 18 h, diluted with EtOAc, washed with H2O, brine, dried over Na2SO4 and concentrated in vacuo. The residue was purified by chromatography on silica gel (0→30% EtOAc-hexanes) to yield the title compound as... Starting materials: O1COC2=C1C=CC(=C2)C2=NC1=C(N2CC(=O)OC(C)(C)C)C=CC=C1 (1,1-dimethylethyl 2-(1,3-benzodioxol-5-yl)-1H-benzimidazole-1-acetate), O1COC2=C1C=CC(=C2)C2=NC1=C(N2CC(=O)OC(C)(C)C)C=CC=C1 (1,1-Dimethylethyl 2-(1,3-benzodioxol-5-yl)-1H-benzimidazole-1-acetate), FC(C(=O)O)(F)F (trifluoro-acetic acid). Solvent: C(Cl)(Cl)Cl (chloroform). Product: O1COC2=C1C=CC(=C2)C2=NC1=C(N2CC(=O)O)C=CC=C1 (2-(1,3-benzodioxol-5-yl)-1H-benzimidazole-1-acetic acid). Reaction SMILES: [O:1]1[C:5]2[CH:6]=[CH:7][C:8]([C:10]3[N:14]([CH2:15][C:16]([O:18]C(C)(C)C)=[O:17])[C:13]4[CH:23]=[CH:24][CH:25]=[CH:26][C:12]=4[N:11]=3)=[CH:9][C:4]=2[O:3][CH2:2]1.FC(F)(F)C(O)=O>C(Cl)(Cl)Cl>[O:1]1[C:5]2[CH:6]=[CH:7][C:8]([C:10]3[N:14]([CH2:15][C:16]([OH:18])=[O:17])[C:13]4[CH:23]=[CH:24][CH:25]=[CH:26][C:12]=4[N:11]=3)=[CH:9][C:4]=2[O:3][CH2:2]1. Procedure: A solution of 0.5 g (1.42 mmol) of 1,1-dimethylethyl 2-(1,3-benzodioxol-5-yl)-1H-benzimidazole-1-acetate (the title compound of EXAMPLE 2) in 10 mL of chloroform was treated with 10 mL of trifluoro-acetic acid (TFA), and the reaction was stirred at rt until completion. Volatiles were evaporated in vacuo, and the residue was recrystallized from ether to give 2-(1,3-benzodioxol-5-yl)-1H-benzimidazole-1-acetic acid as a white solid: 1H NMR (DMSO, d6) δ 5.25 (s, 2H), 6.18 (s, 2H), 7.19 (d, J=8.1 Hz,...